From a dataset of the Open Reaction Database (ORD), a public repository of structured organic reaction records. describe an organic reaction: reactants, conditions, products, and yield Starting materials: aqueous solution, ammonium sulfide, C(C)O (ethanol), C(C#CC)N1C(=NC(=C1C#N)CO)N1CCN(CC1)C(=O)OC(C)(C)C (t-butyl 4-[1-(2-butynyl)-5-cyano-4-hydroxymethyl-1H-imidazol-2-yl]piperazine-1-carboxylate). The solvent is C(C)(=O)OCC (ethyl acetate). Run at time 16 hour. Yields the product C(C#CC)N1C(=NC(=C1C(N)=S)CO)N1CCN(CC1)C(=O)OC(C)(C)C (t-Butyl 4-[1-(2-butynyl)-4-hydroxymethyl-5-thiocarbamoyl-1H-imidazol-2-yl]piperazine-1-carboxylate). Reaction SMILES: [NH4+]=[S:2].C(O)C.[CH2:6]([N:10]1[C:14]([C:15]#[N:16])=[C:13]([CH2:17][OH:18])[N:12]=[C:11]1[N:19]1[CH2:24][CH2:23][N:22]([C:25]([O:27][C:28]([CH3:31])([CH3:30])[CH3:29])=[O:26])[CH2:21][CH2:20]1)[C:7]#[C:8][CH3:9]>C(OCC)(=O)C>[CH2:6]([N:10]1[C:14]([C:15](=[S:2])[NH2:16])=[C:13]([CH2:17][OH:18])[N:12]=[C:11]1[N:19]1[CH2:20][CH2:21][N:22]([C:25]([O:27][C:28]([CH3:31])([CH3:30])[CH3:29])=[O:26])[CH2:23][CH2:24]1)[C:7]#[C:8][CH3:9]. Reported procedure: 10 ml of a 50% aqueous solution of ammonium sulfide was added to a 50 ml ethanol solution of 3.596 g of t-butyl 4-[1-(2-butynyl)-5-cyano-4-hydroxymethyl-1H-imidazol-2-yl]piperazine-1-carboxylate, and the mixture was stirred at room temperature for 16 hours. 400 ml of ethyl acetate was added to the solution, and the mixture was washed three times with 100 ml of water and then with 100 ml of a saturated sodium chloride solution. The organic layer was dried over magnesium sulfate, and concentrated ... Starting materials: O=C1N(CC2=C(C[C@H]1CC(=O)O)C=CC(=C2)OCCC=2N=C1N(CCCN1C(=O)OC(C)(C)C)C2)CC(F)(F)F ((4S)-3-oxo-8-[2-(8-tert-butoxycarbonyl-5,6,7,8-tetra-hydroimidazo[1,2-a]pyrimidin-2-yl)ethoxy]-2-(2,2,2-trifluoroethyl)-2,3,4,5-tetrahydro-1H-2-benzazepin-4-acetic acid), C1(=CC=CC=C1)CCCCCCCCCCO (10-phenyl-1-decyl alcohol), Cl.O1CCOCC1 (hydrogen chloride 1,4-dioxane). Reaction conditions: temperature 50 celsius, time 4 hour. Yields the product Cl.O=C1N(CC2=C(C[C@H]1CC(=O)OCCCCCCCCCCC1=CC=CC=C1)C=CC(=C2)OCCC=2N=C1N(CCCN1)C2)CC(F)(F)F ((10-Phenyl)decyl(4S)-3-oxo-8-[2-(5,6,7,8-tetrahydroimidazo[1,2-a]pyrimidin-2-yl)-ethoxy]-2-(2,2,2-trifluoroethyl)-2,3,4,5-tetrahydro-1H-2-benzazepin-4-acetate hydrochloride). Reaction SMILES: [O:1]=[C:2]1[C@H:8]([CH2:9][C:10]([OH:12])=[O:11])[CH2:7][C:6]2[CH:13]=[CH:14][C:15]([O:17][CH2:18][CH2:19][C:20]3[N:21]=[C:22]4[N:27](C(OC(C)(C)C)=O)[CH2:26][CH2:25][CH2:24][N:23]4[CH:35]=3)=[CH:16][C:5]=2[CH2:4][N:3]1[CH2:36][C:37]([F:40])([F:39])[F:38].[C:41]1([CH2:47][CH2:48][CH2:49][CH2:50][CH2:51][CH2:52][CH2:53][CH2:54][CH2:55][CH2:56]O)[CH:46]=[CH:45][CH:44]=[CH:43][CH:42]=1.[ClH:58].O1CCOCC1>>[ClH:58].[O:1]=[C:2]1[C@H:8]([CH2:9][C:10]([O:12][CH2:56][CH2:55][CH2:54][CH2:53][CH2:52][CH2:51][CH2:50][CH2:49][CH2:48][CH2:47][C:41]2[CH:46]=[CH:45][CH:44]=[CH:43][CH:42]=2)=[O:11])[CH2:7][C:6]2[CH:13]=[CH:14][C:15]([O:17][CH2:18][CH2:19][C:20]3[N:21]=[C:22]4[NH:27][CH2:26][CH2:25][CH2:24][N:23]4[CH:35]=3)=[CH:16][C:5]=2[CH2:4][N:3]1[CH2:36][C:37]([F:38])([F:39])[F:40] |f:2.3,4.5|. Reported procedure: 984 mg (1.74 mmol) of (4S)-3-oxo-8-[2-(8-tert-butoxycarbonyl-5,6,7,8-tetra-hydroimidazo[1,2-a]pyrimidin-2-yl)ethoxy]-2-(2,2,2-trifluoroethyl)-2,3,4,5-tetrahydro-1H-2-benzazepin-4-acetic acid obtained in Example 5-(a) and 2.12 g (8.68 mmol) of 10-phenyl-1-decyl alcohol were mixed, 17.4 mL (69.6 mmol) of 4N hydrogen chloride/1,4-dioxane solution was added to the mixture, and the resulting mixture was stirred under nitrogen gas atmosphere at 50° C. for 4 hours. Starting materials: 1-[4-cyano-3-(trifluoromethyl)phenyl]-1H-tetrazol-5-yl, C(C)(=O)OCC1=NN=NN1C1=CC(=C(C=C1)C#N)C(F)(F)F ({1-[4-cyano-3-(trifluoromethyl)phenyl]-1H-tetrazol-5-yl}methyl acetate), [Li+].[OH-] (LiOH). Solvent: CCO (EtOH), O (water). Conditions: time 3 hour. Yields the product OCC1=NN=NN1C1=CC(=C(C#N)C=C1)C(F)(F)F (4-[5-(hydroxymethyl)-1H-tetrazol-1-yl]-2-(trifluoromethyl)benzonitrile). Reaction SMILES: C([O:4][CH2:5][C:6]1[N:10]([C:11]2[CH:16]=[CH:15][C:14]([C:17]#[N:18])=[C:13]([C:19]([F:22])([F:21])[F:20])[CH:12]=2)[N:9]=[N:8][N:7]=1)(=O)C.[Li+].[OH-]>CCO.O>[OH:4][CH2:5][C:6]1[N:10]([C:11]2[CH:16]=[CH:15][C:14]([C:17]#[N:18])=[C:13]([C:19]([F:22])([F:21])[F:20])[CH:12]=2)[N:9]=[N:8][N:7]=1 |f:1.2|. Reported procedure: To a solution of 1-[4-cyano-3-(trifluoromethyl)phenyl]-1H-tetrazol-5-yl}methyl acetate (Intermediate 22, 45 g) in EtOH and water (2:1) was added LiOH (8.21 g, 0.342 mol) at 0° C. The reaction was stirred for 3 hours at room temperature. The solvent was removed under vacuum and the residue diluted with DCM, washed with ice-water, saturated aqueous NaHCO3 and brine. The solution was dried over anhydrous Na2SO4 and the solvent removed under vacuum. The crude product was purified by triturating with... Reactants: FC(OC1=CC=C(COC2=CC=C(C=C2)N2C=NC3=C2C=CC(=C3)C(=O)O)C=C1)(F)F (1-(4-{[4-(trifluoromethoxy)benzyl]oxy}phenyl)-1H-benzimidazole-5-carboxylic acid), C1=CN(C=N1)C(=O)N2C=CN=C2 (CDI), C1CCOC1 (THF), secondary amine. Run at time 16 hour. Yields the product N1(CCOCC1)CCNC(=O)C1=CC2=C(N(C=N2)C2=CC=C(C=C2)OCC2=CC=C(C=C2)OC(F)(F)F)C=C1 (N-(2-morpholin-4-ylethyl)-1-(4-{[4-(trifluoromethoxy)benzyl]oxy}phenyl)-1H-benzimidazole-5-carboxamide). As a reaction SMILES: [F:1][C:2]([F:31])([F:30])[O:3][C:4]1[CH:29]=[CH:28][C:7]([CH2:8][O:9][C:10]2[CH:15]=[CH:14][C:13]([N:16]3[C:20]4[CH:21]=[CH:22][C:23]([C:25]([OH:27])=O)=[CH:24][C:19]=4[N:18]=[CH:17]3)=[CH:12][CH:11]=2)=[CH:6][CH:5]=1.C1N=CN([C:37]([N:39]2[CH:43]=[N:42][CH:41]=[CH:40]2)=O)C=1.C1[CH2:48][O:47][CH2:46]C1>>[N:39]1([CH2:40][CH2:41][NH:42][C:25]([C:23]2[CH:22]=[CH:21][C:20]3[N:16]([C:13]4[CH:12]=[CH:11][C:10]([O:9][CH2:8][C:7]5[CH:6]=[CH:5][C:4]([O:3][C:2]([F:31])([F:1])[F:30])=[CH:29][CH:28]=5)=[CH:15][CH:14]=4)[CH:17]=[N:18][C:19]=3[CH:24]=2)=[O:27])[CH2:37][CH2:48][O:47][CH2:46][CH2:43]1. Reported procedure: A 0.3 M THF solution of 1-(4-{[4-(trifluoromethoxy)benzyl]oxy}phenyl)-1H-benzimidazole-5-carboxylic acid (100 mg, 0.23 mmol) and CDI (76 mg, 0.46 mmol) was stirred at 60° C. for 4 h, after which the mixture was treated with a primary or secondary amine (0.35 mmol) and heating continued for a further 16 h. After this time, the mixture was concentrated in vacuo and the resulting residue purified by chromatography over silica gel. Recrystallization of the eluted product afforded